Dataset: the Open Reaction Database (ORD), a public repository of structured organic reaction records. Task: describe an organic reaction: reactants, conditions, products, and yield Starting materials: C(C#C)OC1=C(C=C(C(=O)O)C=C1OC)OC (4-(2-propynyloxy)-3,5-dimethoxybenzoic acid), S(=O)(Cl)Cl (thionyl chloride). Reagents/catalysts: CN(C)C=O (DMF). Solvent: C1(=CC=CC=C1)C (toluene). The product is C(C#C)OC1=C(C=C(C(=O)Cl)C=C1OC)OC (4-(2-propynyloxy)-3,5-dimethoxybenzoyl chloride). Yield: 85.6%. RXN SMILES: [CH2:1]([O:4][C:5]1[C:13]([O:14][CH3:15])=[CH:12][C:8]([C:9](O)=[O:10])=[CH:7][C:6]=1[O:16][CH3:17])[C:2]#[CH:3].S(Cl)([Cl:20])=O>CN(C=O)C.C1(C)C=CC=CC=1>[CH2:1]([O:4][C:5]1[C:13]([O:14][CH3:15])=[CH:12][C:8]([C:9]([Cl:20])=[O:10])=[CH:7][C:6]=1[O:16][CH3:17])[C:2]#[CH:3]. Reported procedure: To 100 ml of toluene were added 13.0 g of 4-(2-propynyloxy)-3,5-dimethoxybenzoic acid, 9.5 g of thionyl chloride and 50 mg of DMF and the mixture obtained was heated under reflux for 3 hours. Then, the reaction mixture was concentrated. The solid obtained was washed with hexane to obtain 12.0 g of 4-(2-propynyloxy)-3,5-dimethoxybenzoyl chloride represented by the formula: